From a dataset of the Open Reaction Database (ORD), a public repository of structured organic reaction records. describe an organic reaction: reactants, conditions, products, and yield Reactants: ClC=1C=C(N)C=CC1I (3-chloro-4-iodoaniline), FC(C1=CC=C(C=C1)B(O)O)(F)F ((4-(trifluoromethyl)phenyl)boronic acid), ClC1=C(C=CC(=C1)OC)B(O)O ((2-chloro-4-methoxyphenyl)boronic acid), BrC1=C(C=C(N)C=C1)Cl (4-bromo-3-chloroaniline). Product: ClC1=C(C=CC(=C1)N)C1=C(C=C(C=C1)OC)Cl (2,2′-dichloro-4′-methoxy-[1,1′-biphenyl]-4-amine). RXN SMILES: [Cl:1][C:2]1[CH:3]=[C:4]([CH:6]=[CH:7][C:8]=1I)[NH2:5].[Cl:10][C:11]1[CH:16]=[C:15]([O:17][CH3:18])[CH:14]=[CH:13][C:12]=1B(O)O.BrC1C=CC(N)=CC=1Cl.FC(F)(F)C1C=CC(B(O)O)=CC=1>>[Cl:1][C:2]1[CH:3]=[C:4]([NH2:5])[CH:6]=[CH:7][C:8]=1[C:12]1[CH:13]=[CH:14][C:15]([O:17][CH3:18])=[CH:16][C:11]=1[Cl:10]. Procedure: The title compound was prepared as described in Example 159 substituting 3-chloro-4-iodoaniline and (2-chloro-4-methoxyphenyl)boronic acid for 4-bromo-3-chloroaniline and (4-(trifluoromethyl)phenyl)boronic acid, respectively. Reactants: OC1=C(C(=O)NC)C=CC(=C1CCC)O (2,4-Dihydroxy-N-methyl-3-propylbenzamide), ICCCOC1=C(C2=C(CCC(O2)CCC(=O)OCC)C=C1)CCC (Ethyl 3,4-dihydro-7-(3-iodopropoxy)-8-propyl-2H-1-benzopyran-2-propanoate), C([O-])([O-])=O.[K+].[K+] (potassium carbonate). Run in CN(C)C=O (DMF). Reaction conditions: time 8 hour. Product: OC=1C(=C(OCCCOC2=C(C3=C(CCC(O3)CCC(=O)OCC)C=C2)CCC)C=CC1C(=O)NC)CCC (Ethyl 3,4-dihydro-7-[3-[3-hydroxy-4-[(methylamino) carbonyl]-2-propylphenoxy]propoxy]-8-propyl-2H-1-benzopyran-2-propanoate). As a reaction SMILES: [OH:1][C:2]1[C:11]([CH2:12][CH2:13][CH3:14])=[C:10]([OH:15])[CH:9]=[CH:8][C:3]=1[C:4]([NH:6][CH3:7])=[O:5].I[CH2:17][CH2:18][CH2:19][O:20][C:21]1[CH:37]=[CH:36][C:24]2[CH2:25][CH2:26][CH:27]([CH2:29][CH2:30][C:31]([O:33][CH2:34][CH3:35])=[O:32])[O:28][C:23]=2[C:22]=1[CH2:38][CH2:39][CH3:40].C(=O)([O-])[O-].[K+].[K+]>CN(C=O)C>[OH:1][C:2]1[C:11]([CH2:12][CH2:13][CH3:14])=[C:10]([CH:9]=[CH:8][C:3]=1[C:4]([NH:6][CH3:7])=[O:5])[O:15][CH2:17][CH2:18][CH2:19][O:20][C:21]1[CH:37]=[CH:36][C:24]2[CH2:25][CH2:26][CH:27]([CH2:29][CH2:30][C:31]([O:33][CH2:34][CH3:35])=[O:32])[O:28][C:23]=2[C:22]=1[CH2:38][CH2:39][CH3:40] |f:2.3.4|. Procedure: The compound of Example 10 (418 mg, 2.0 mmol), the compound of Example 11 (895 mg, 2.0 mmol), and potassium carbonate (552 mg, 4.0 mmol) were added to 3.0 ml DMF, and the reaction mixture was stirred at room temperature overnight. The reaction mixture was partitioned between ethyl acetate and water. The organic layer was separated, washed with water, and dried over magnesium sulfate. Evaporation of the volatiles afforded a crude oil which was purified by chromatography using 50/50 ethyl acetate/... The reactants are COC(C1=CC=C(C=C1)C1=C(N(C(C2=CC=C(C=C12)Cl)=O)CC1=CC=C(C=C1)S(=O)(=O)C)C(CC)=O)=O (4-[6-chloro-2-(4-methanesulfonylbenzyl)-1-oxo-3-propionyl-1,2-dihydroisoquinolin-4-yl]benzoic acid methyl ester), [OH-].[Na+] (sodium hydroxide), Cl (hydrochloric acid). The solvent is CO (methanol). Product: ClC=1C=C2C(=C(N(C(C2=CC1)=O)CC1=CC=C(C=C1)S(=O)(=O)C)C(CC)=O)C1=CC=C(C(=O)O)C=C1 (4-[6-chloro-2-(4-methanesulfonylbenzyl)-1-oxo-3-propionyl-1,2-dihydroisoquinolin-4-yl]benzoic acid). Isolated yield 43.1%. RXN SMILES: C[O:2][C:3](=[O:37])[C:4]1[CH:9]=[CH:8][C:7]([C:10]2[C:19]3[C:14](=[CH:15][CH:16]=[C:17]([Cl:20])[CH:18]=3)[C:13](=[O:21])[N:12]([CH2:22][C:23]3[CH:28]=[CH:27][C:26]([S:29]([CH3:32])(=[O:31])=[O:30])=[CH:25][CH:24]=3)[C:11]=2[C:33](=[O:36])[CH2:34][CH3:35])=[CH:6][CH:5]=1.[OH-].[Na+].Cl>CO>[Cl:20][C:17]1[CH:18]=[C:19]2[C:14](=[CH:15][CH:16]=1)[C:13](=[O:21])[N:12]([CH2:22][C:23]1[CH:24]=[CH:25][C:26]([S:29]([CH3:32])(=[O:31])=[O:30])=[CH:27][CH:28]=1)[C:11]([C:33](=[O:36])[CH2:34][CH3:35])=[C:10]2[C:7]1[CH:6]=[CH:5][C:4]([C:3]([OH:37])=[O:2])=[CH:9][CH:8]=1 |f:1.2|. Procedure details: To a solution (2.0 ml) of 4-[6-chloro-2-(4-methanesulfonylbenzyl)-1-oxo-3-propionyl-1,2-dihydroisoquinolin-4-yl]benzoic acid methyl ester (100 mg) in methanol was added 1N sodium hydroxide (0.28 ml) at room temperature with stirring, and the mixture was stirred for 18 hrs. at the same temperature. The reaction mixture was neutralized with 1N hydrochloric acid and concentrated under reduced pressure. The residue was purified by preparative HPLC, and crystallized from methanol to give the title co... The reactants are CN(C(=O)CCN1[C@H](CCC1)CC1=CNC2=CC=C(C=C12)CCC(C)=O)C (3-{N-[2-(N,N-Dimethylcarbamoyl)ethyl]-2(R)-pyrrolidinylmethyl}-5-(3-oxo-1-butyl)-1H-indole). The solvent is CO (CH3OH). The product is OC(CCC=1C=C2C(=CNC2=CC1)C[C@@H]1N(CCC1)CCC(N(C)C)=O)C (5-(3-Hydroxy-1-butyl)-3-{N-[2-(N,N-dimethylcarbamoyl)-ethyl]-2(R)-pyrrolidinylmethyl}-1H-indole). RXN SMILES: [CH3:1][N:2]([CH3:27])[C:3]([CH2:5][CH2:6][N:7]1[CH2:11][CH2:10][CH2:9][C@@H:8]1[CH2:12][C:13]1[C:21]2[C:16](=[CH:17][CH:18]=[C:19]([CH2:22][CH2:23][C:24](=[O:26])[CH3:25])[CH:20]=2)[NH:15][CH:14]=1)=[O:4]>CO>[OH:26][CH:24]([CH3:25])[CH2:23][CH2:22][C:19]1[CH:20]=[C:21]2[C:16](=[CH:17][CH:18]=1)[NH:15][CH:14]=[C:13]2[CH2:12][C@H:8]1[CH2:9][CH2:10][CH2:11][N:7]1[CH2:6][CH2:5][C:3](=[O:4])[N:2]([CH3:27])[CH3:1]. Procedure details: Obtained from the title compound of Example 70, by a procedure similar to that described in Example 38, as a foam. Rf 0.28 (SS 7). [α]D25 +51° (c=0.1, CH3OH). Found: C,69.12; H,9.34; N,10.93. C22H33N3O2 ; 0.67 requires C,68.90; H,9.02; N,10.96%. LRMS: m/z 372.2 (M+1)+. The reactants are OC1CCN(CC1)C1=NN=CC2=CC(=C(C=C12)OC)OC (1-(4-Hydroxypiperidino)-6,7-dimethoxyphthalazine), C(C)(=O)OC(C)=O (acetic anhydride), C(C)(=O)O (acetic acid), C([O-])([O-])=O.[Na+].[Na+] (sodium carbonate). Run in O (water). Product: C(C(=O)O)(=O)O.C(C)(=O)OC1CCN(CC1)C1=NN=CC2=CC(=C(C=C12)OC)OC ((4-acetoxypiperidino)-6,7-dimethoxy phthalazine monooxalate). As a reaction SMILES: [OH:1][CH:2]1[CH2:7][CH2:6][N:5]([C:8]2[C:17]3[C:12](=[CH:13][C:14]([O:20][CH3:21])=[C:15]([O:18][CH3:19])[CH:16]=3)[CH:11]=[N:10][N:9]=2)[CH2:4][CH2:3]1.[C:22]([O:25]C(=O)C)(=[O:24])C.[C:29](O)(=[O:31])[CH3:30].[C:33](=[O:36])([O-:35])[O-].[Na+].[Na+]>O>[C:22]([OH:25])(=[O:24])[C:33]([OH:35])=[O:36].[C:29]([O:1][CH:2]1[CH2:3][CH2:4][N:5]([C:8]2[C:17]3[C:12](=[CH:13][C:14]([O:20][CH3:21])=[C:15]([O:18][CH3:19])[CH:16]=3)[CH:11]=[N:10][N:9]=2)[CH2:6][CH2:7]1)(=[O:31])[CH3:30] |f:3.4.5,7.8|. Reported procedure: 1-(4-Hydroxypiperidino)-6,7-dimethoxyphthalazine (1.45 g), (prepared as in Example 2), acetic anhydride (1.5 g) and acetic acid (12 ml) were heated together at 90° for 17 hours. The cooled solution was then diluted with water (20 ml), basified with sodium carbonate to pH 10, and extracted with chloroform (2×50 ml). The chloroform extract was washed (H2O), dried (MgSO4), and evaporated in vacuo to give a dark oil. The oil was applied to the top of a column of powdered silica (bed size 30×2.0 cm) ... Starting materials: BrC1=CC2=C(C=C1)CC1=C2C2=C(C=3C4=CC=CC=C4NC13)C(NC2)=O (3-bromo-5H,6H,12H,13H-indeno[2,3-a]pyrrolo[3,4-c]carbazole-7(7H)one), C1(=CC=CC=C1)B(O)O (phenylboronic acid). Reagents/catalysts: Cl[Pd]([P](C1=CC=CC=C1)(C2=CC=CC=C2)C3=CC=CC=C3)([P](C4=CC=CC=C4)(C5=CC=CC=C5)C6=CC=CC=C6)Cl (bis(triphenylphosphine)palladium(II) chloride). Solvent: CN(C)C=O (DMF). Product: C1(=CC=CC=C1)C1=CC2=C(C=C1)CC1=C2C2=C(C=3C4=CC=CC=C4NC13)C(NC2)=O (3-Phenyl-5H,6H,12H,13H-indeno[2,3-a]pyrrolo[3,4-c]carbazole-7(7H)one). Isolated yield 76.6%. As a reaction SMILES: Br[C:2]1[CH:7]=[CH:6][C:5]2[CH2:8][C:9]3[C:21]4[NH:20][C:19]5[C:14](=[CH:15][CH:16]=[CH:17][CH:18]=5)[C:13]=4[C:12]4[C:22](=[O:25])[NH:23][CH2:24][C:11]=4[C:10]=3[C:4]=2[CH:3]=1.[C:26]1(B(O)O)[CH:31]=[CH:30][CH:29]=[CH:28][CH:27]=1>CN(C=O)C.Cl[Pd](Cl)([P](C1C=CC=CC=1)(C1C=CC=CC=1)C1C=CC=CC=1)[P](C1C=CC=CC=1)(C1C=CC=CC=1)C1C=CC=CC=1>[C:26]1([C:2]2[CH:7]=[CH:6][C:5]3[CH2:8][C:9]4[C:21]5[NH:20][C:19]6[C:14](=[CH:15][CH:16]=[CH:17][CH:18]=6)[C:13]=5[C:12]5[C:22](=[O:25])[NH:23][CH2:24][C:11]=5[C:10]=4[C:4]=3[CH:3]=2)[CH:31]=[CH:30][CH:29]=[CH:28][CH:27]=1 |^1:42,61|. Procedure: A solution of 3-bromo-5H,6H,12H,13H-indeno[2,3-a]pyrrolo[3,4-c]carbazole-7(7H)one (Compound I-9) (100 mg, 0.26 mmol), phenylboronic acid (35 mg, 0.29 mmol) and bis(triphenylphosphine)palladium(II) chloride (25 mg) in DMF (5 ml) was heated in a sealed reaction tube at 100°-110° C. for 24 hours. The mixture was cooled to ambient temperature, filtered through a pad of Celite® and concentrated at reduced pressure. The product was triturated with THF to give 77 mg of a brown solid which contained pro...